This data is from the Open Reaction Database (ORD), a public repository of structured organic reaction records. The task is: describe an organic reaction: reactants, conditions, products, and yield Reactants: C1=CC=C(C=C1)P(C2=CC=CC=C2)C3=C(C4=CC=CC=C4C=C3)C5=C(C=CC6=CC=CC=C65)P(C7=CC=CC=C7)C8=CC=CC=C8 (binap), O1CCC(CC1)C=O (tetrahydro-2H-pyran-4-carbaldehyde), BrC=1C(=NC=CC1)F (3-bromo-2-fluoropyridine), C([O-])([O-])=O.[Cs+].[Cs+] (cesium carbonate), O (water), C=1C=CC(=CC1)P(C=2C=CC=CC2)C3=CC=C4C=CC=CC4=C3C5=C6C=CC=CC6=CC=C5P(C=7C=CC=CC7)C=8C=CC=CC8 (BINAP). Product: FC1=NC=CC=C1C1(CCOCC1)C=O (4-(2-fluoropyridin-3-yl)tetrahydro-2H-pyran-4-carbaldehyde). The solvent is O1CCOCC1 (Dioxane). Reagents/catalysts: C(C)(=O)[O-].[Pd+2].C(C)(=O)[O-] (palladium(ii) acetate), C(C)(=O)[O-].[Pd+2].C(C)(=O)[O-] (palladium(ii) acetate). Reaction conditions: temperature 100 celsius. Reported procedure: Into a sealed tube was added tetrahydro-2H-pyran-4-carbaldehyde (0.25 g, 2.190 mmol), 3-bromo-2-fluoropyridine (0.321 g, 1.825 mmol), palladium(ii) acetate (0.016 g, 0.073 mmol), cesium carbonate (0.714 g, 2.190 mmol), water (1.644 μL, 0.091 mmol), BINAP (0.068 g, 0.110 mmol) in Dioxane (7.30 mL). The resulting mixture was heated to 100° C. overnight. More catalyst and ligand (palladium(ii) acetate (0.016 g, 0.073 mmol), binap (0.068 g, 0.110 mmol)) were added and the resulting mixture was heate... As a reaction SMILES: [O:1]1[CH2:6][CH2:5][CH:4]([CH:7]=[O:8])[CH2:3][CH2:2]1.Br[C:10]1[C:11]([F:16])=[N:12][CH:13]=[CH:14][CH:15]=1.C(=O)([O-])[O-].[Cs+].[Cs+].O.C1C=CC(P(C2C(C3C(P(C4C=CC=CC=4)C4C=CC=CC=4)=CC=C4C=3C=CC=C4)=C3C(C=CC=C3)=CC=2)C2C=CC=CC=2)=CC=1>O1CCOCC1.C([O-])(=O)C.[Pd+2].C([O-])(=O)C>[F:16][C:11]1[C:10]([C:4]2([CH:7]=[O:8])[CH2:5][CH2:6][O:1][CH2:2][CH2:3]2)=[CH:15][CH:14]=[CH:13][N:12]=1 |f:2.3.4,8.9.10|.